From a dataset of the Open Reaction Database (ORD), a public repository of structured organic reaction records. describe an organic reaction: reactants, conditions, products, and yield The reactants are C#CCCCCCC (1-octyne), IC=1C=C(C=O)C=CC1OCOC (3-iodo-4-methoxymethoxybenzaldehyde), C1(=CC=CC=C1)P(C1=CC=CC=C1)C1=CC=CC=C1 (triphenylphosphine). Reagents/catalysts: [Cu](I)I (copper iodide), C(C)(=O)[O-].C(C)(=O)[O-].[Pd+2] (palladium (II) diacetate). Solvent: C(Cl)Cl (methylene chloride). Conditions: time 2 hour. The product is C(#CCCCCCC)C=1C=C(C=O)C=CC1OCOC (3-(1-octyn-1-yl)-4-methoxymethoxybenzaldehyde). The yield is 45.2%. As a reaction SMILES: [CH:1]#[C:2][CH2:3][CH2:4][CH2:5][CH2:6][CH2:7][CH3:8].I[C:10]1[CH:11]=[C:12]([CH:15]=[CH:16][C:17]=1[O:18][CH2:19][O:20][CH3:21])[CH:13]=[O:14].C1(P(C2C=CC=CC=2)C2C=CC=CC=2)C=CC=CC=1>C(Cl)Cl.[Cu](I)I.C([O-])(=O)C.C([O-])(=O)C.[Pd+2]>[C:1]([C:10]1[CH:11]=[C:12]([CH:15]=[CH:16][C:17]=1[O:18][CH2:19][O:20][CH3:21])[CH:13]=[O:14])#[C:2][CH2:3][CH2:4][CH2:5][CH2:6][CH2:7][CH3:8] |f:5.6.7|. Procedure: Under an argon atmosphere, copper iodide (190 mg, 1.0 mmol), 1-octyne (0.55 mL, 5.0 mmol) and 3-iodo-4-methoxymethoxybenzaldehyde (291 mg, 1.0 mmol) were added to a solution (2 mL) of palladium (II) diacetate (11 mg, 0.05 mmol) and triphenylphosphine (52 mg, 0.20 mmol) in methylene chloride, followed by stirring at room temperature for 2 hours. Next, the reaction solution was filtered through celite, and the solvent contained in the filtrate was evaporated under reduced pressure. The residue was...